The task is: describe an organic reaction: reactants, conditions, products, and yield. This data is from the Open Reaction Database (ORD), a public repository of structured organic reaction records. Reactants: C(C1=CC=CC=C1)SC1=C(C=CC(=C1)Cl)[N+](=O)[O-] (2-benzylthio-4-chloro-nitrobenzene), [NH4+].[Cl-] (NH4Cl). Reagents/catalysts: [Fe] (iron). Run in C(C)O (ethanol). Reaction conditions: temperature 70 celsius. Yields the product ClC1=CC(=C(C=C1)N)SC1=CC=CC=C1 (4-Chloro-2-phenylsulfanyl-phenylamine). Isolated yield 82.4%. Reaction SMILES: [CH2:1]([S:8][C:9]1[CH:14]=[C:13]([Cl:15])[CH:12]=[CH:11][C:10]=1[N+:16]([O-])=O)[C:2]1[CH:7]=[CH:6][CH:5]=[CH:4]C=1.[NH4+].[Cl-]>C(O)C.[Fe]>[Cl:15][C:13]1[CH:12]=[CH:11][C:10]([NH2:16])=[C:9]([S:8][C:1]2[CH:2]=[CH:7][CH:6]=[CH:5][CH:4]=2)[CH:14]=1 |f:1.2|. Reported procedure: To a suspension of 1.8 g of 2-benzylthio-4-chloro-nitrobenzene in 100 ml ethanol was added 2 g powdered iron and 20 mL of 0.33N NH4Cl. The mixture was heated at 70° C. for 6 hr. The mixture was cooled and filtered through a pad of Celite. The filtrate was condensed and purified by flash chromatography (hexane/ethyl acetate 4:1 as eluent) to yield 1.25 g of an oil. LC-MS showed a single peak with the expected (M+H+ of 236. The reactants are CC=1C=C(C=CC1OC1=CC(=CC=C1)C(F)(F)F)NC=1C2=C(N=CN1)C=CN2CCNC(OC(C)(C)C)=O (tert-Butyl {2-[4-({3-methyl-4-[3-(trifluoromethyl)phenoxy]phenyl}amino)-5H-pyrrolo[3,2-d]pyrimidin-5-yl]ethyl}carbamate), FC(C(=O)O)(F)F (trifluoroacetic acid). Run in ClCCl (dichloromethane). Conditions: time 1 hour. Product: NCCN1C=CC=2N=CN=C(C21)NC2=CC(=C(C=C2)OC2=CC(=CC=C2)C(F)(F)F)C (5-(2-aminoethyl)-N-{3-methyl-4-[3-(trifluoromethyl)phenoxy]phenyl}-5H-pyrrolo[3,2-d]pyrimidin-4-amine). Yield: 110.4%. As a reaction SMILES: [CH3:1][C:2]1[CH:3]=[C:4]([NH:19][C:20]2[C:21]3[N:28]([CH2:29][CH2:30][NH:31]C(=O)OC(C)(C)C)[CH:27]=[CH:26][C:22]=3[N:23]=[CH:24][N:25]=2)[CH:5]=[CH:6][C:7]=1[O:8][C:9]1[CH:14]=[CH:13][CH:12]=[C:11]([C:15]([F:18])([F:17])[F:16])[CH:10]=1.FC(F)(F)C(O)=O>ClCCl>[NH2:31][CH2:30][CH2:29][N:28]1[C:21]2[C:20]([NH:19][C:4]3[CH:5]=[CH:6][C:7]([O:8][C:9]4[CH:14]=[CH:13][CH:12]=[C:11]([C:15]([F:17])([F:18])[F:16])[CH:10]=4)=[C:2]([CH3:1])[CH:3]=3)=[N:25][CH:24]=[N:23][C:22]=2[CH:26]=[CH:27]1. Procedure: tert-Butyl {2-[4-({3-methyl-4-[3-(trifluoromethyl)phenoxy]phenyl}amino)-5H-pyrrolo[3,2-d]pyrimidin-5-yl]ethyl}carbamate (494 mg) was dissolved in dichloromethane (6.4 mL), trifluoroacetic acid (4.8 mL) was added, and the mixture was stirred at room temperature for 1 hr. The reaction mixture was concentrated under reduced pressure, and the residue was diluted with ethyl acetate (50 mL), and washed with aqueous sodium hydrogen carbonate (30 mL). The organic layer was separated, dried over magnesiu... Starting materials: OC1=CC=C(C=C1)C(C#N)C(C)C (2-(4-hydroxyphenyl)-3-methylbutyronitrile), CC(C)O (2-propanol), [OH-].[Na+] (sodium hydroxide), ClC(F)F (chlorodifluoromethane). The solvent is CCOCC (ether), O (Water). Yields the product FC(OC1=CC=C(C=C1)C(C#N)C(C)C)F (2-[4-(difluoromethoxy)phenyl]-3-methylbutyronitrile). Isolated yield 81.4%. Reaction SMILES: [OH:1][C:2]1[CH:7]=[CH:6][C:5]([CH:8]([CH:11]([CH3:13])[CH3:12])[C:9]#[N:10])=[CH:4][CH:3]=1.CC(O)C.[OH-].[Na+].Cl[CH:21]([F:23])[F:22]>CCOCC.O>[F:22][CH:21]([F:23])[O:1][C:2]1[CH:3]=[CH:4][C:5]([CH:8]([CH:11]([CH3:13])[CH3:12])[C:9]#[N:10])=[CH:6][CH:7]=1 |f:2.3|. Procedure details: A mixture of 2-(4-hydroxyphenyl)-3-methylbutyronitrile (25.0 g; 0.1427 mol), 2-propanol (230 ml), and 25.8% aqueous sodium hydroxide (103 ml; 0.857 mol) is stirred in a pressure vessel and chlorodifluoromethane (36.4 g; 0.421 mol) is added over a period of 52 minutes with cooling to control the exotherm and to maintain the temperature of the reaction mixture below 52° C. The reaction mixture is then stirred for an additional 11/2 hours. Water (700 ml) and ether (300 ml) are then added to the rea... Reactants: N1(CCOCC1)C1=CC(=NC=2N1N=C(C2)C2=CC=NC=C2)NN ((7-morpholin-4-yl-2-pyridin-4-yl-pyrazolo[1,5-a]pyrimidin-5-yl)-hydrazine), C(C)(=O)C=1C=C(C=O)C=CC1 (3-acetyl-benzaldehyde). Run in C(C)O (ethanol). Conditions: time 8 hour. Product: C(C)(=O)C=1C=C(C=NNC2=NC=3N(C(=C2)N2CCOCC2)N=C(C3)C3=CC=NC=C3)C=CC1 (N-(3-acetyl-benzylidene)-N′-(7-morpholin-4-yl-2-pyridin-4-yl-pyrazolo[1,5-a]pyrimidin-5-yl)-hydrazine). The yield is 77.4%. As a reaction SMILES: [N:1]1([C:7]2[N:12]3[N:13]=[C:14]([C:16]4[CH:21]=[CH:20][N:19]=[CH:18][CH:17]=4)[CH:15]=[C:11]3[N:10]=[C:9]([NH:22][NH2:23])[CH:8]=2)[CH2:6][CH2:5][O:4][CH2:3][CH2:2]1.[C:24]([C:27]1[CH:28]=[C:29]([CH:32]=[CH:33][CH:34]=1)[CH:30]=O)(=[O:26])[CH3:25]>C(O)C>[C:24]([C:27]1[CH:28]=[C:29]([CH:32]=[CH:33][CH:34]=1)[CH:30]=[N:23][NH:22][C:9]1[CH:8]=[C:7]([N:1]2[CH2:6][CH2:5][O:4][CH2:3][CH2:2]2)[N:12]2[N:13]=[C:14]([C:16]3[CH:17]=[CH:18][N:19]=[CH:20][CH:21]=3)[CH:15]=[C:11]2[N:10]=1)(=[O:26])[CH3:25]. Reported procedure: There was dissolved, in ethanol (2 mL), (7-morpholin-4-yl-2-pyridin-4-yl-pyrazolo[1,5-a]pyrimidin-5-yl)-hydrazine (30.6 mg, 0.0983 mM), then 3-acetyl-benzaldehyde (14.6 mg, 0.0983 mM) was added to the solution and the mixture was stirred at room temperature overnight. The reaction liquid was filtered and then the resulting solid was washed with diethyl ether to thus give the title compound (33.6 mg, yield: 77%).